From a dataset of the Open Reaction Database (ORD), a public repository of structured organic reaction records. describe an organic reaction: reactants, conditions, products, and yield Reactants: COC(C\C=C\C1=CC2=C(N=C(S2)C)C=C1)=O ((E)-4-(2-methyl-benzothiazol-6-yl)-but-3-enoic acid methyl ester). The reagents and catalysts are [Pd] (Pd/C). The solvent is C1CCOC1 (THF). Yields the product COC(CCCC1=CC2=C(N=C(S2)C)C=C1)=O (4-(2-methyl-benzothiazol-6-yl)-butyric acid methyl ester). Reaction SMILES: [CH3:1][O:2][C:3](=[O:17])[CH2:4]/[CH:5]=[CH:6]/[C:7]1[CH:16]=[CH:15][C:10]2[N:11]=[C:12]([CH3:14])[S:13][C:9]=2[CH:8]=1>C1COCC1.[Pd]>[CH3:1][O:2][C:3](=[O:17])[CH2:4][CH2:5][CH2:6][C:7]1[CH:16]=[CH:15][C:10]2[N:11]=[C:12]([CH3:14])[S:13][C:9]=2[CH:8]=1. Reported procedure: Next, a solution of (E)-4-(2-methyl-benzothiazol-6-yl)-but-3-enoic acid methyl ester in THF (10 mL) is hydrogenated over 10% Pd/C (22 mg, 10% wet) at 1 atm for 48 hours. The catalyst is filtered through Celite and the solvent is removed under reduced pressure. The residue is purified by flash chromatography (heptane:EtOAc, 2:1) to give 4-(2-methyl-benzothiazol-6-yl)-butyric acid methyl ester. MS 250.4 (M+1).